describe an organic reaction: reactants, conditions, products, and yield From a dataset of the Open Reaction Database (ORD), a public repository of structured organic reaction records. Reactants: Cl (HCl), O=C1N(C2=CC=NC=C2CC1)CC(=O)OC (methyl 2-(2-oxo-3,4-dihydro-1,6-naphthyridin-1(2H)-yl)acetate). Run in C(C)(=O)O (acetic acid). Reaction conditions: temperature 60 celsius. The product is O=C1N(C2=CC=NC=C2CC1)CC(=O)O (2-(2-Oxo-3,4-dihydro-1,6-naphthyridin-1(2H)-yl)acetic acid). RXN SMILES: Cl.[O:2]=[C:3]1[CH2:12][CH2:11][C:10]2[C:5](=[CH:6][CH:7]=[N:8][CH:9]=2)[N:4]1[CH2:13][C:14]([O:16]C)=[O:15]>C(O)(=O)C>[O:2]=[C:3]1[CH2:12][CH2:11][C:10]2[C:5](=[CH:6][CH:7]=[N:8][CH:9]=2)[N:4]1[CH2:13][C:14]([OH:16])=[O:15]. Procedure: Aqueous 1N HCl (2 mL) was added to a solution of methyl 2-(2-oxo-3,4-dihydro-1,6-naphthyridin-1(2H)-yl)acetate (1.24 g, 5.67 mmol) in acetic acid (5 mL) and the resulting mixture was heated to 60° C. for 4 h. The solution was concentrated under vacuum to give 2-(2-Oxo-3,4-dihydro-1,6-naphthyridin-1(2H)-yl)acetic acid. Retention time (min)=0.275, method [1], MS(ESI) 207.0 (M+H). Reactants: [Cl-].[NH4+] (ammonium chloride), C(C)[Mg]Br (ethylmagnesium bromide), O=CC(CC#CC)C (1-oxo-2-methylhex-4-yne). The solvent is O1CCCC1 (tetrahydrofuran), O1CCCC1 (tetrahydrofuran). Run at temperature 0 celsius, time 2 hour. Yields the product OC(C#C)C(CC#CC)C (3-hydroxy-4-methyloct-1,6-diyne). RXN SMILES: [CH2:1]([Mg]Br)[CH3:2].[O:5]=[CH:6][CH:7]([CH3:12])[CH2:8][C:9]#[C:10][CH3:11].[Cl-].[NH4+]>O1CCCC1>[OH:5][CH:6]([CH:7]([CH3:12])[CH2:8][C:9]#[C:10][CH3:11])[C:1]#[CH:2] |f:2.3|. Procedure: To a solution of 50 ml of 2M ethylmagnesium bromide in tetrahydrofuran at 0° C. was added a solution of 1-oxo-2-methylhex-4-yne in 20 ml of tetrahydrofuran. The mixture was stirred for 11/2 hour at 0° C., poured into saturated ammonium chloride solution, and extracted three times with diethyl ether. The combined extracts were washed with brine, dried over anhydrous sodium sulfate and solvent removed under reduced pressure. The residue was chromatographed on silica gel, eluting with 20% ethyl ace... Reactants: CCOC(=O)COCc1noc(C(CCCC2CCCCC2)CC(=O)NO)n1, [Li+], C1COCCO1, [OH-], O, O. Product: O=C(O)COCc1noc(C(CCCC2CCCCC2)CC(=O)NO)n1. Reaction SMILES: [CH:1]1([CH2:7][CH2:8][CH2:9][CH:10]([CH2:11][C:12](=[O:13])[NH:14][OH:15])[c:16]2[n:17][c:18]([CH2:21][O:22][CH2:23][C:24](=[O:25])[O:26][CH2:27][CH3:28])[n:19][o:20]2)[CH2:2][CH2:3][CH2:4][CH2:5][CH2:6]1.[Li+:31].[O:32]1[CH2:33][CH2:34][O:35][CH2:36][CH2:37]1.[OH-:30].[OH2:29].[OH2:38]>>[CH:1]1([CH2:7][CH2:8][CH2:9][CH:10]([CH2:11][C:12](=[O:13])[NH:14][OH:15])[c:16]2[n:17][c:18]([CH2:21][O:22][CH2:23][C:24](=[O:25])[OH:26])[n:19][o:20]2)[CH2:2][CH2:3][CH2:4][CH2:5][CH2:6]1. Reactants: F[B-](F)(F)F, CN(C)Cc1cc2ccccc2n1-c1ccc(C(=O)O)cc1C(F)(F)F, CS(C)=O, CO, CCN(C(C)C)C(C)C, CC(N)c1nc2cc(Cl)ccc2[nH]1, Cl, ClCCl, CN(C)C(On1nnc2ccccc21)=[N+](C)C. Product: CC(NC(=O)c1ccc(-n2c(CN(C)C)cc3ccccc32)c(C(F)(F)F)c1)c1nc2cc(Cl)ccc2[nH]1. RXN SMILES: [B-:27]([F:28])([F:29])([F:30])[F:31].[CH3:1][N:2]([CH3:3])[CH2:4][c:5]1[n:6](-[c:14]2[c:15]([C:23]([F:24])([F:25])[F:26])[cH:16][c:17]([C:18](=[O:19])[OH:20])[cH:21][cH:22]2)[c:7]2[cH:8][cH:9][cH:10][cH:11][c:12]2[cH:13]1.[CH3:72][S:73]([CH3:74])=[O:75].[CH3:76][OH:77].[CH:49]([N:50]([CH:51]([CH3:52])[CH3:53])[CH2:54][CH3:55])([CH3:56])[CH3:57].[Cl:58][c:59]1[cH:60][c:61]2[c:62]([nH:63][c:64]([CH:66]([CH3:67])[NH2:68])[n:65]2)[cH:69][cH:70]1.[Cl:71].[Cl:78][CH2:79][Cl:80].[n:32]1([O:33][C:34]([N:35]([CH3:36])[CH3:37])=[N+:38]([CH3:39])[CH3:40])[c:41]2[cH:42][cH:43][cH:44][cH:45][c:46]2[n:47][n:48]1>>[CH3:1][N:2]([CH3:3])[CH2:4][c:5]1[n:6](-[c:14]2[c:15]([C:23]([F:24])([F:25])[F:26])[cH:16][c:17]([C:18](=[O:19])[NH:68][CH:66]([c:64]3[nH:63][c:62]4[c:61]([cH:60][c:59]([Cl:58])[cH:70][cH:69]4)[n:65]3)[CH3:67])[cH:21][cH:22]2)[c:7]2[cH:8][cH:9][cH:10][cH:11][c:12]2[cH:13]1. Reactants: C(=O)[C@H]1O[C@H]1C1=CC=CC=C1 ((2S,3S)-2-formyl-3-phenyloxirane), COC1=C(CN)C=CC(=C1)OC (2,4-dimethoxybenzylamine). Solvent: ClCCl (dichloromethane), ClCCl (dichloromethane). Run at time 12 hour. Yields the product COC1=C(CN=C[C@@H]2O[C@H]2C2=CC=CC=C2)C=CC(=C1)OC ((2S,3S)-2-[N-(2,4-Dimethoxybenzyl)formimino]-3-phenyloxirane). Reaction SMILES: [CH:1]([C@@H:3]1[C@H:5]([C:6]2[CH:11]=[CH:10][CH:9]=[CH:8][CH:7]=2)[O:4]1)=O.[CH3:12][O:13][C:14]1[CH:21]=[C:20]([O:22][CH3:23])[CH:19]=[CH:18][C:15]=1[CH2:16][NH2:17]>ClCCl>[CH3:12][O:13][C:14]1[CH:21]=[C:20]([O:22][CH3:23])[CH:19]=[CH:18][C:15]=1[CH2:16][N:17]=[CH:1][C@H:3]1[C@H:5]([C:6]2[CH:7]=[CH:8][CH:9]=[CH:10][CH:11]=2)[O:4]1. Reported procedure: To a solution of (2S,3S)-2-formyl-3-phenyloxirane (430 mg, 2.90 mmol) in 8.0 mL of dichloromethane under nitrogen was added a solution of 2,4-dimethoxybenzylamine (461 mg, 2.75 mmol) in 1.0 mL of dichloromethane via cannula. Residual amine was washed into the reaction flask with 1.0 mL of dichloromethane. Molecular sieves (2.3 g of pellets, 4 Å, activated) were added and the mixture was allowed to stand for 12 hours. This solution was used directly in the cycloaddition after removing and concent... Starting materials: [Br-].[Br-].[Br-].[Al+3] (aluminum tribromide), BrBr (bromine), FC1=CC=C(C=C1)C (4-fluorotoluene). Run in O (water). Reaction conditions: temperature -15 celsius. Product: BrC=1C(=C(C=CC1F)C)Br (dibromo-4-fluorotoluene). Isolated yield 4.0%. Reaction SMILES: [Br-:1].[Br-:2].[Br-].[Al+3].BrBr.[F:7][C:8]1[CH:13]=[CH:12][C:11]([CH3:14])=[CH:10][CH:9]=1>O>[Br:1][C:9]1[C:10]([Br:2])=[C:11]([CH3:14])[CH:12]=[CH:13][C:8]=1[F:7] |f:0.1.2.3|. Procedure details: 2.67 g of aluminum tribromide and 16.0 g of bromine were added to 110 g of 4-fluorotoluene, which had been cooled to -15° C. After increasing the temperature to +10° C., hydrolysis was carried out with water, the mixture was extracted by shaking with methylene chloride and the methylene chloride phase was washed and dried. After distilling off the solvent and the excess 4-fluorotoluene, 5.5 g of a mixture consisting of 88% of 2-bromo-4-fluorotoluene, 8% of 3-bromo-4-fluorotoluene and 4% of dibro... Starting materials: O (Water), FC1=C(C=C(C=C1)OC)C1=C(C=C(C=C1)OCC1=CC=C(C=C1)OC)CO ((2′-fluoro-5′-methoxy-4-((4-methoxybenzyl)oxy)biphenyl-2-yl)methanol), C1(=CC=CC=C1)P(C1=CC=CC=C1)C1=CC=CC=C1 (triphenylphosphine), C(Br)(Br)(Br)Br (carbon tetrabromide). The solvent is C1(=CC=CC=C1)C (toluene). Reaction conditions: time 1 hour. Product: BrCC1=C(C=CC(=C1)OCC1=CC=C(C=C1)OC)C1=C(C=CC(=C1)OC)F (2-(bromomethyl)-2′-fluoro-5′-methoxy-4-((4-methoxybenzyl)oxy)biphenyl). Isolated yield 78.5%. Reaction SMILES: [F:1][C:2]1[CH:7]=[CH:6][C:5]([O:8][CH3:9])=[CH:4][C:3]=1[C:10]1[CH:15]=[CH:14][C:13]([O:16][CH2:17][C:18]2[CH:23]=[CH:22][C:21]([O:24][CH3:25])=[CH:20][CH:19]=2)=[CH:12][C:11]=1[CH2:26]O.C1(P(C2C=CC=CC=2)C2C=CC=CC=2)C=CC=CC=1.C(Br)(Br)(Br)[Br:48].O>C1(C)C=CC=CC=1>[Br:48][CH2:26][C:11]1[CH:12]=[C:13]([O:16][CH2:17][C:18]2[CH:23]=[CH:22][C:21]([O:24][CH3:25])=[CH:20][CH:19]=2)[CH:14]=[CH:15][C:10]=1[C:3]1[CH:4]=[C:5]([O:8][CH3:9])[CH:6]=[CH:7][C:2]=1[F:1]. Procedure: To a solution of (2′-fluoro-5′-methoxy-4-((4-methoxybenzyl)oxy)biphenyl-2-yl)methanol (472 mg) and triphenylphosphine (675 mg) in toluene (10 mL) was added carbon tetrabromide (635 mg), and the mixture was stirred at room temperature for 1 hr. Water was added to the reaction mixture, and the mixture was extracted with ethyl acetate. The extract was washed with saturated brine, and dried over anhydrous sodium sulfate. The solvent was evaporated under reduced pressure, and the residue was purified...